This data is from the Open Reaction Database (ORD), a public repository of structured organic reaction records. The task is: describe an organic reaction: reactants, conditions, products, and yield Reactants: CCO, Nc1cc(Cl)nc(N)n1, C1CNCCNC1. The product is Nc1cc(N2CCCNCC2)nc(N)n1. Reaction SMILES: [CH3:17][CH2:18][OH:19].[NH2:1][c:2]1[n:3][c:4]([NH2:9])[cH:5][c:6]([Cl:8])[n:7]1.[NH:10]1[CH2:11][CH2:12][NH:13][CH2:14][CH2:15][CH2:16]1>>[NH2:1][c:2]1[n:3][c:4]([NH2:9])[cH:5][c:6]([N:10]2[CH2:11][CH2:12][NH:13][CH2:14][CH2:15][CH2:16]2)[n:7]1. Starting materials: N#Cc1cncc(Br)c1, CC(C)(C)OC(=O)N1CCC2CNCC21. The product is CC(C)(C)OC(=O)N1CCC2CN(c3cncc(C#N)c3)CC21. Reaction SMILES: [Br:16][c:17]1[cH:18][n:19][cH:20][c:21]([C:23]#[N:24])[cH:22]1.[N:1]1([C:9](=[O:10])[O:11][C:12]([CH3:13])([CH3:14])[CH3:15])[CH:2]2[CH:3]([CH2:4][CH2:5]1)[CH2:6][NH:7][CH2:8]2>>[N:1]1([C:9](=[O:10])[O:11][C:12]([CH3:13])([CH3:14])[CH3:15])[CH:2]2[CH:3]([CH2:4][CH2:5]1)[CH2:6][N:7]([c:17]1[cH:18][n:19][cH:20][c:21]([C:23]#[N:24])[cH:22]1)[CH2:8]2. RXN SMILES: C[O:2][C:3](=[O:40])[C@H:4]([CH2:36][CH2:37][S:38][CH3:39])[NH:5][C:6](=[O:35])[C:7]1[CH:12]=[CH:11][C:10]([NH:13][C:14](=[O:28])[C@@H:15]2[CH2:19][CH:18]([OH:20])[CH2:17][N:16]2C(OC(C)(C)C)=O)=[CH:9][C:8]=1[C:29]1[CH:34]=[CH:33][CH:32]=[CH:31][CH:30]=1.[Li+].[OH-].Cl>CO>[OH:20][CH:18]1[CH2:17][NH:16][C@H:15]([C:14]([NH:13][C:10]2[CH:11]=[CH:12][C:7]([C:6]([NH:5][C@H:4]([C:3]([OH:40])=[O:2])[CH2:36][CH2:37][S:38][CH3:39])=[O:35])=[C:8]([C:29]3[CH:30]=[CH:31][CH:32]=[CH:33][CH:34]=3)[CH:9]=2)=[O:28])[CH2:19]1 |f:1.2|. Reaction conditions: time 4 hour. Solvent: CO (methanol). Procedure details: To a solution of 358 mg (0.62 mmol) of [4-(N-Boc-4-hydroxyprolinyl)amino-2-phenylbenzoyl]methionine methyl ester, prepared as in Example 169C, in 6 ml of methanol was added 1 ml (1 mmol) of 1 N LiOH in an ice bath and the reaction mixture was stirred for 4 hours. The reaction mixture was adjusted to pH 2-3 with 1 N HCl at the same temperature and the solvent was evaporated. The resulting residue was partitioned between chloroform and water and extracted 3 times with chloroform. The combined orga... Yield: 111.7%. The product is OC1C[C@H](NC1)C(=O)NC1=CC(=C(C(=O)N[C@@H](CCSC)C(=O)O)C=C1)C1=CC=CC=C1 ([4-(4-hydroxyprolinyl)amino-2-phenylbenzoyl]methionine). Reactants: COC([C@@H](NC(C1=C(C=C(C=C1)NC([C@H]1N(CC(C1)O)C(=O)OC(C)(C)C)=O)C1=CC=CC=C1)=O)CCSC)=O ([4-(N-Boc-4-hydroxyprolinyl)amino-2-phenylbenzoyl]methionine methyl ester), [Li+].[OH-] (LiOH), Cl (HCl). Starting materials: CCCCc1cccc(CC(=O)O)c1, CC(C)Oc1ccc(CCl)cc1, [K]. The product is CCCCc1cccc(CC(=O)OCc2ccc(OC(C)C)cc2)c1. RXN SMILES: [CH2:1]([CH2:2][CH2:3][CH3:4])[c:5]1[cH:6][c:7]([CH2:11][C:12](=[O:13])[OH:14])[cH:8][cH:9][cH:10]1.[CH:16]([CH3:17])([CH3:18])[O:19][c:20]1[cH:21][cH:22][c:23]([CH2:24][Cl:25])[cH:26][cH:27]1.[K:15]>>[CH2:1]([CH2:2][CH2:3][CH3:4])[c:5]1[cH:6][c:7]([CH2:11][C:12](=[O:13])[O:14][CH2:24][c:23]2[cH:22][cH:21][c:20]([O:19][CH:16]([CH3:17])[CH3:18])[cH:27][cH:26]2)[cH:8][cH:9][cH:10]1. The reactants are O=C([O-])[O-], COS(=O)(=O)OC, CN(C)C=O, [K+], [K+], N#Cc1c(N2CCc3ccccc3CC2)nc2n(c1=O)CCN2. Product: CN1CCn2c1nc(N1CCc3ccccc3CC1)c(C#N)c2=O. As a reaction SMILES: [C:31](=[O:32])([O-:33])[O-:34].[CH3:24][O:25][S:26]([O:27][CH3:28])(=[O:29])=[O:30].[CH3:37][N:38]([CH3:39])[CH:40]=[O:41].[K+:35].[K+:36].[O:1]=[c:2]1[c:3]([C:22]#[N:23])[c:4]([N:11]2[CH2:12][CH2:13][c:14]3[c:15]([cH:18][cH:19][cH:20][cH:21]3)[CH2:16][CH2:17]2)[n:5][c:6]2[n:7]1[CH2:8][CH2:9][NH:10]2>>[O:1]=[c:2]1[c:3]([C:22]#[N:23])[c:4]([N:11]2[CH2:12][CH2:13][c:14]3[c:15]([cH:18][cH:19][cH:20][cH:21]3)[CH2:16][CH2:17]2)[n:5][c:6]2[n:7]1[CH2:8][CH2:9][N:10]2[CH3:24]. Reactants: FC(C(=O)O)(F)F (trifluoroacetic acid), COC1=C(CNC2=NC=CC(=N2)OC=2C=C(C3=C(B(OC3CC(=O)O)O)C2)C)C=C(C=C1)OC ({6-[2-(2,5-dimethoxy-benzylamino)-pyrimidin-4-yloxy]-1-hydroxy-4-methyl-1,3-dihydro-benzo[c][1,2]oxaborol-3-yl}-acetic acid), FC(C(=O)O)(F)F (trifluoroacetic acid). Run in C(Cl)Cl (CH2Cl2). The product is C(=O)O.NC1=NC=CC(=N1)OC=1C=C(C2=C(B(OC2CC(=O)O)O)C1)C ([6-(2-amino-pyrimidin-4-yloxy)-1-hydroxy-4-methyl-1,3-dihydro-benzo[c][1,2]oxaborol-3-yl]-acetic acid formic acid salt). The yield is 80.3%. Reaction SMILES: COC1C=CC(OC)=CC=1C[NH:6][C:7]1[N:12]=[C:11]([O:13][C:14]2[CH:15]=[C:16]([CH3:28])[C:17]3[CH:21]([CH2:22][C:23]([OH:25])=[O:24])[O:20][B:19]([OH:26])[C:18]=3[CH:27]=2)[CH:10]=[CH:9][N:8]=1.FC(F)(F)C(O)=O>C(Cl)Cl>[CH:23]([OH:25])=[O:24].[NH2:6][C:7]1[N:12]=[C:11]([O:13][C:14]2[CH:15]=[C:16]([CH3:28])[C:17]3[CH:21]([CH2:22][C:23]([OH:25])=[O:24])[O:20][B:19]([OH:26])[C:18]=3[CH:27]=2)[CH:10]=[CH:9][N:8]=1 |f:3.4|. Procedure: A suspension of {6-[2-(2,5-dimethoxy-benzylamino)-pyrimidin-4-yloxy]-1-hydroxy-4-methyl-1,3-dihydro-benzo[c][1,2]oxaborol-3-yl}-acetic acid (0.32 g, 0.69 mmol) in CH2Cl2 (10 mL) was treated with trifluoroacetic acid (1 mL, 12.98 mmol) and refluxed for 18 hours. A second portion of trifluoroacetic acid was added (1 mL, 12.98 mmol) and the solution was refluxed for another 18 hours. The mixture was concentrated and purified by preparative HPLC (CH3CN/0.1% formic acid in water) to give [6-(2-amino-... The solvent is C(Cl)Cl (DCM). The yield is 83.0%. Conditions: time 16 hour. RXN SMILES: FC(F)(F)C(O)=O.[F:8][C:9]([F:26])([F:25])[CH2:10][O:11][CH:12]1[CH2:17][CH2:16][N:15](C(OC(C)(C)C)=O)[CH2:14][CH2:13]1>C(Cl)Cl>[F:26][C:9]([F:8])([F:25])[CH2:10][O:11][CH:12]1[CH2:17][CH2:16][NH:15][CH2:14][CH2:13]1. Reported procedure: Trifluoroacetic acid (1.15 mL) was added dropwise to a solution of tert-butyl 4-(2,2,2-trifluoroethoxy)piperidine-1-carboxylate (prepared in an analogous manner to Intermediate 203, 1.14 g, 4.0 mmol) in DCM (10 mL) at room temperature. The reaction mixture was stirred at room temperature for 16 h. The mixture was then concentrated under vacuum, the crude residue was dissolved in water and product was extracted with diethylether (2 times). The aqueous phase was basicified to pH 10 using solid pot... The product is FC(COC1CCNCC1)(F)F (4-(2,2,2-Trifluoroethoxy)piperidine). Reactants: FC(C(=O)O)(F)F (Trifluoroacetic acid), FC(COC1CCN(CC1)C(=O)OC(C)(C)C)(F)F (tert-butyl 4-(2,2,2-trifluoroethoxy)piperidine-1-carboxylate), Intermediate 203.